Dataset: the Open Reaction Database (ORD), a public repository of structured organic reaction records. Task: describe an organic reaction: reactants, conditions, products, and yield The reactants are CS(=O)(=O)OCC1CN(CCC1)C(=O)OC(C)(C)C (3-(Methanesulfonyloxymethyl)-N-(tertbutoxycarbonyl)-piperidine), FC1=CC=C(C=C1)C=1C(=CC=C(C1)CCO)OCC1=CC=CC=C1 (5-(4-fluorophenyl)-4-benzyloxy-2-hydroxyethylbenzene), [I-].[K+] (potassium iodide), C([O-])([O-])=O.[K+].[K+] (potassium carbonate). The solvent is C(C)C(=O)C (methyl ethyl ketone), O (water), CS(=O)C (dimethylsulfoxide). Product: C(C)C1=C(OCC2CN(CCC2)C(=O)OC(C)(C)C)C=C(C(=C1)C1=CC=C(C=C1)F)OCC1=CC=CC=C1 (tert-butyl 3-((2-ethyl-4-(4-fluorophenyl)-5-(phenylmethoxy)phenoxy)methyl)piperidinecarboxylate). RXN SMILES: CS([O:5][CH2:6][CH:7]1[CH2:12][CH2:11][CH2:10][N:9]([C:13]([O:15][C:16]([CH3:19])([CH3:18])[CH3:17])=[O:14])[CH2:8]1)(=O)=O.[F:20][C:21]1[CH:26]=[CH:25][C:24]([C:27]2[C:28]([O:36][CH2:37][C:38]3[CH:43]=[CH:42][CH:41]=[CH:40][CH:39]=3)=[CH:29][CH:30]=[C:31]([CH2:33][CH2:34]O)[CH:32]=2)=[CH:23][CH:22]=1.C(=O)([O-])[O-].[K+].[K+].[I-].[K+]>O.CS(C)=O.C(C(C)=O)C>[CH2:33]([C:31]1[CH:32]=[C:27]([C:24]2[CH:25]=[CH:26][C:21]([F:20])=[CH:22][CH:23]=2)[C:28]([O:36][CH2:37][C:38]2[CH:43]=[CH:42][CH:41]=[CH:40][CH:39]=2)=[CH:29][C:30]=1[O:5][CH2:6][CH:7]1[CH2:12][CH2:11][CH2:10][N:9]([C:13]([O:15][C:16]([CH3:19])([CH3:18])[CH3:17])=[O:14])[CH2:8]1)[CH3:34] |f:2.3.4,5.6|. Procedure details: 3-(Methanesulfonyloxymethyl)-N-(tertbutoxycarbonyl)-piperidine (143 mg, 0.49 mmol) and 5-(4-fluorophenyl)-4-benzyloxy-2-hydroxyethylbenzene (150 mg, 0.47 mmol) were added to methyl ethyl ketone (7 mL) followed by potassium carbonate (113 mg, 0.82 mmol), potassium iodide (15.5 mg, 93 μmol), and dimethylsulfoxide (4 mL). The slurry was heated at reflux for 40 hours, when it was cooled, diluted with water (50 mL) and extracted with ethyl acetate. The combined organic layers were dried over magnesiu...